From a dataset of the Open Reaction Database (ORD), a public repository of structured organic reaction records. describe an organic reaction: reactants, conditions, products, and yield The reactants are C[Si](C)(C)Br (TMSBr), [Cl-].[Na+] (sodium chloride), Cl (hydrochloric acid), BrC=1N=CC(=NC1)C(=O)OC (methyl 5-bromopyrazine-2-carboxylate), BrC(C(=O)OCC)(F)F (ethyl bromodifluoroacetate), COCCOCCOCCOC (triglyme). Reagents/catalysts: [Cu](Br)Br (Copper bromide), [Zn] (zinc). Solvent: C1(=CC=CC=C1)C (toluene), CC(=O)N(C)C (DMA). Run at temperature 70 celsius, time 1.5 hour. Product: C(C)OC(C(F)(F)C=1N=CC(=NC1)C(=O)OC)=O (methyl 5-(2-ethoxy-1,1-difluoro-2-oxoethyl)pyrazine-2-carboxylate). Reaction SMILES: COCCOCCOCCOC.C[Si](Br)(C)C.Br[C:19]([F:26])([F:25])[C:20]([O:22][CH2:23][CH3:24])=[O:21].Br[C:28]1[N:29]=[CH:30][C:31]([C:34]([O:36][CH3:37])=[O:35])=[N:32][CH:33]=1.[Cl-].[Na+].Cl>[Zn].[Cu](Br)Br.C1(C)C=CC=CC=1.CC(N(C)C)=O>[CH2:23]([O:22][C:20](=[O:21])[C:19]([C:28]1[N:29]=[CH:30][C:31]([C:34]([O:36][CH3:37])=[O:35])=[N:32][CH:33]=1)([F:26])[F:25])[CH3:24] |f:4.5|. Procedure details: To the mixture of zinc powder (46.0 g, 0.703 mol) and triglyme (352 mL) was added TMSBr (9.12 mL, 0.070 mol) under nitrogen, and the mixture was stirred at 70° C. for 1.5 h. After the mixture was cooled to room temperature, ethyl bromodifluoroacetate (108.6 mL, 0.847 mol) was added while keeping the internal temperature at 18 to 31° C., and the mixture was stirred at 20° C. for 30 min and then cooled to 10° C. After a DMA solution of methyl 5-bromopyrazine-2-carboxylate (II, gross 914 g, net 72....